This data is from the Open Reaction Database (ORD), a public repository of structured organic reaction records. The task is: describe an organic reaction: reactants, conditions, products, and yield Starting materials: C(C)(C)(C)OC(=O)N1CC(CC1)C(C#CC)=O (3-(1-oxo-but-2-ynyl)-pyrrolidine-1-carboxylic acid tert-butyl ester), CNN (methyl-hydrazine). Solvent: CO (MeOH). Conditions: time 10 hour. The product is C(C)(C)(C)OC(=O)N1CC(CC1)C1=NN(C(=C1)C)C (3-(1,5-dimethyl-1H-pyrazol-3-yl)-pyrrolidine-1-carboxylic acid tert-butyl ester). The yield is 88.7%. As a reaction SMILES: [C:1]([O:5][C:6]([N:8]1[CH2:12][CH2:11][CH:10]([C:13](=O)[C:14]#[C:15][CH3:16])[CH2:9]1)=[O:7])([CH3:4])([CH3:3])[CH3:2].[CH3:18][NH:19][NH2:20]>CO>[C:1]([O:5][C:6]([N:8]1[CH2:12][CH2:11][CH:10]([C:13]2[CH:14]=[C:15]([CH3:16])[N:19]([CH3:18])[N:20]=2)[CH2:9]1)=[O:7])([CH3:4])([CH3:3])[CH3:2]. Procedure details: To a stirred solution of 3-(1-oxo-but-2-ynyl)-pyrrolidine-1-carboxylic acid tert-butyl ester (0.8 g, 3.4 mmol) in MeOH (20 mL) was added methyl-hydrazine (5 g, 44 mmol). The mixture was stirred at room temperature for 10 hours. The reaction mixture was quenched with water (50 mL) and extracted with CH2Cl2 (50 mL×3). The combined organic layers were washed with water (30 mL) and brine (30 mL), dried over Na2SO4 and concentrated. The residue was purified by preparative TLC (PE/EA=1:1) to afford 3-... Reactants: O=C1N(C(CC1)=O)OC(=O)C1=C(N=C(O1)C1=C(C=CC=C1)Br)CCC (2-(2-bromo-phenyl)-4-propyl-oxazole-5-carboxylic acid 2,5-dioxo-pyrrolidin-1-yl ester), COCCN(C1=NC=C(C=N1)N)C (N-(2-methoxy-ethyl)-N-methyl-pyrimidine-2,5-diamine). Product: COCCN(C1=NC=C(C=N1)NC(=O)C1=C(N=C(O1)C1=C(C=CC=C1)Br)CCC)C (2-(2-bromo-phenyl)-4-propyl-oxazole-5-carboxylic acid {2-[(2-methoxy-ethyl)-methyl-amino]-pyrimidin-5-yl}-amide). As a reaction SMILES: O=C1CCC(=O)N1O[C:9]([C:11]1[O:15][C:14]([C:16]2[CH:21]=[CH:20][CH:19]=[CH:18][C:17]=2[Br:22])=[N:13][C:12]=1[CH2:23][CH2:24][CH3:25])=[O:10].[CH3:26][O:27][CH2:28][CH2:29][N:30]([CH3:38])[C:31]1[N:36]=[CH:35][C:34]([NH2:37])=[CH:33][N:32]=1>>[CH3:26][O:27][CH2:28][CH2:29][N:30]([CH3:38])[C:31]1[N:32]=[CH:33][C:34]([NH:37][C:9]([C:11]2[O:15][C:14]([C:16]3[CH:21]=[CH:20][CH:19]=[CH:18][C:17]=3[Br:22])=[N:13][C:12]=2[CH2:23][CH2:24][CH3:25])=[O:10])=[CH:35][N:36]=1. Procedure details: With a procedure similar to example 50 above, 2-(2-bromo-phenyl)-4-propyl-oxazole-5-carboxylic acid {2-[(2-methoxy-ethyl)-methyl-amino]-pyrimidin-5-yl}-amide was prepared from 2-(2-bromo-phenyl)-4-propyl-oxazole-5-carboxylic acid 2,5-dioxo-pyrrolidin-1-yl ester and N-(2-methoxy-ethyl)-N-methyl-pyrimidine-2,5-diamine. LCMS calcd for C21H24BrN5O3 (m/e) 474, obsd 475 (M+H).